From a dataset of the Open Reaction Database (ORD), a public repository of structured organic reaction records. describe an organic reaction: reactants, conditions, products, and yield Reactants: O=C([O-])[O-], COc1ccc(CCl)cc1, CN(C)C=O, [I-], [K+], [K+], [K+], C1COCCOCCOCCOCCOCCO1, Oc1cccc(-c2nn[nH]n2)c1. Product: COc1ccc(Cn2nnc(-c3cccc(O)c3)n2)cc1. As a reaction SMILES: [C:25](=[O:26])([O-:27])[O-:28].[CH3:1][O:2][c:3]1[cH:4][cH:5][c:6]([CH2:7][Cl:8])[cH:9][cH:10]1.[CH3:49][N:50]([CH3:51])[CH:52]=[O:53].[I-:12].[K+:11].[K+:29].[K+:30].[O:31]1[CH2:32][CH2:33][O:34][CH2:35][CH2:36][O:37][CH2:38][CH2:39][O:40][CH2:41][CH2:42][O:43][CH2:44][CH2:45][O:46][CH2:47][CH2:48]1.[n:13]1[nH:14][n:15][n:16][c:17]1-[c:18]1[cH:19][c:20]([OH:24])[cH:21][cH:22][cH:23]1>>[CH3:1][O:2][c:3]1[cH:4][cH:5][c:6]([CH2:7][n:14]2[n:13][c:17](-[c:18]3[cH:19][c:20]([OH:24])[cH:21][cH:22][cH:23]3)[n:16][n:15]2)[cH:9][cH:10]1.